Dataset: the Open Reaction Database (ORD), a public repository of structured organic reaction records. Task: describe an organic reaction: reactants, conditions, products, and yield Starting materials: FC=1C=CC(=C2C(=NN(C12)C(C)C)C1=CC=C(C=C1)OC)C (7-fluoro-1-isopropyl-3-(4-methoxyphenyl)-methyl-1H-indazole), B(Br)(Br)Br (boron tribromide), C1=CCCCC1 (cyclohexene). The product is FC=1C=CC=C2C(=NN(C12)C(C)C)C1=CC=C(C=C1)O (4-(7-fluoro-1-isopropyl-1H-indazol-3-yl)phenol). The yield is 75.6%. RXN SMILES: [F:1][C:2]1[CH:3]=[CH:4][C:5](C)=[C:6]2[C:10]=1[N:9]([CH:11]([CH3:13])[CH3:12])[N:8]=[C:7]2[C:14]1[CH:19]=[CH:18][C:17]([O:20]C)=[CH:16][CH:15]=1.B(Br)(Br)Br.C1CCCCC=1>>[F:1][C:2]1[CH:3]=[CH:4][CH:5]=[C:6]2[C:10]=1[N:9]([CH:11]([CH3:12])[CH3:13])[N:8]=[C:7]2[C:14]1[CH:15]=[CH:16][C:17]([OH:20])=[CH:18][CH:19]=1. Reported procedure: Prepared according to Method D step C from 7-fluoro-1-isopropyl-3-(4-methoxyphenyl)-methyl-1H-indazole (0.065 g, 0.23 mmol), boron tribromide (0.10 mL, 1.05 mmol) and 0.3 mL of cyclohexene to give the product (0.047 g) as an off-white solid. Starting materials: Cl (HCl), CC1=C(C=C(C=C1)C(=C1CC(CC(C1)(C)C)(C)C)C1=CC=CC=C1)OCC(=O)OCC (Ethyl ({2-methyl-5-[phenyl(3,3,5,5-tetramethylcyclohexylidene)methyl]phenyl}oxy)acetate), [OH-].[Na+] (NaOH), C(C)O (ethanol). Solvent: O (water). Run at temperature 100 celsius. Product: CC1=C(C=C(C=C1)C(=C1CC(CC(C1)(C)C)(C)C)C1=CC=CC=C1)OCC(=O)O (({2-Methyl-5-[phenyl(3,3,5,5-tetramethylcyclohexylidene)methyl]phenyl}oxy)acetic acid). Isolated yield 97.7%. RXN SMILES: [CH3:1][C:2]1[CH:7]=[CH:6][C:5]([C:8]([C:19]2[CH:24]=[CH:23][CH:22]=[CH:21][CH:20]=2)=[C:9]2[CH2:14][C:13]([CH3:16])([CH3:15])[CH2:12][C:11]([CH3:18])([CH3:17])[CH2:10]2)=[CH:4][C:3]=1[O:25][CH2:26][C:27]([O:29]CC)=[O:28].[OH-].[Na+].C(O)C.Cl>O>[CH3:1][C:2]1[CH:7]=[CH:6][C:5]([C:8]([C:19]2[CH:20]=[CH:21][CH:22]=[CH:23][CH:24]=2)=[C:9]2[CH2:14][C:13]([CH3:15])([CH3:16])[CH2:12][C:11]([CH3:18])([CH3:17])[CH2:10]2)=[CH:4][C:3]=1[O:25][CH2:26][C:27]([OH:29])=[O:28] |f:1.2|. Procedure: Compound 42 (50 mg, 0.12 mmol), NaOH (50 mg, 1.25 mmol), ethanol (5 mL) and water (500 uL) were combined in a sealed microwave vessel. The mixture was heated at 100° C. for 10 minutes in a Personal Chemistry Emrys Optimizer microwave. The reaction was then acidified with 1 N HCl (5 mL) and extracted with EtOAc (3×10 mL). The combined organic extracts were dried over MgSO4, filtered, and the solvents removed in vacuuo to give 46 mg (98%) of 43 as a purple solid. 1H NMR (400 MHz, CDCl3): δ 0.88 (s... Starting materials: [BH4-], CO, CSc1nccc(-c2ccc(C=CC(C)=O)s2)n1, [Na+]. Product: CSc1nccc(-c2ccc(C=CC(C)O)s2)n1. RXN SMILES: [BH4-:1].[CH3:21][OH:22].[CH3:3][S:4][c:5]1[n:6][cH:7][cH:8][c:9](-[c:11]2[cH:12][cH:13][c:14]([CH:16]=[CH:17][C:18]([CH3:19])=[O:20])[s:15]2)[n:10]1.[Na+:2]>>[CH3:3][S:4][c:5]1[n:6][cH:7][cH:8][c:9](-[c:11]2[cH:12][cH:13][c:14]([CH:16]=[CH:17][CH:18]([CH3:19])[OH:20])[s:15]2)[n:10]1. Reactants: CCOCC, CN1CCCC1=O, COC(=O)Nc1nc2ccc(OCc3c(Cl)cccc3Cl)cc2[nH]1, NCCN1CCOCC1. Yields the product O=C(NCCN1CCOCC1)Nc1nc2ccc(OCc3c(Cl)cccc3Cl)cc2[nH]1. As a reaction SMILES: [CH2:41]([O:42][CH2:43][CH3:44])[CH3:45].[CH3:34][N:35]1[C:36](=[O:37])[CH2:38][CH2:39][CH2:40]1.[Cl:1][c:2]1[c:3]([CH2:4][O:5][c:6]2[cH:7][cH:8][c:9]3[c:10]([nH:11][c:12]([NH:14][C:15]([O:16][CH3:17])=[O:18])[n:13]3)[cH:19]2)[c:20]([Cl:24])[cH:21][cH:22][cH:23]1.[O:25]1[CH2:26][CH2:27][N:28]([CH2:31][CH2:32][NH2:33])[CH2:29][CH2:30]1>>[Cl:1][c:2]1[c:3]([CH2:4][O:5][c:6]2[cH:7][cH:8][c:9]3[c:10]([nH:11][c:12]([NH:14][C:15](=[O:18])[NH:33][CH2:32][CH2:31][N:28]4[CH2:27][CH2:26][O:25][CH2:30][CH2:29]4)[n:13]3)[cH:19]2)[c:20]([Cl:24])[cH:21][cH:22][cH:23]1. Starting materials: C(=O)(OC)COC1=CC=C(C=C1)CC(C)N1CC(OCC1)(C1=CC(=CC=C1)Cl)O (N-[2-(4-carbomethoxymethoxyphenyl)-1-methylethyl]-2-hydroxy-2-(3-chlorophenyl)morpholine), N (ammonia). Procedure details: 2.03 g (4.76 mmol) of N-[2-(4-carbomethoxymethoxyphenyl)-1-methylethyl]-2-hydroxy-2-(3-chlorophenyl)morpholine is dissolved in 20 ml of ammonia-saturated methanol and stirred for 24 hours at ambient temperature. The mixture is then evaporated down and the evaporation residue is purified by column chromatography on silica gel (eluant: ethyl acetate/cyclohexane=3:1). Conditions: time 24 hour. RXN SMILES: [C:1]([CH2:5][O:6][C:7]1[CH:12]=[CH:11][C:10]([CH2:13][CH:14]([N:16]2[CH2:21][CH2:20][O:19][C:18]([OH:29])([C:22]3[CH:27]=[CH:26][CH:25]=[C:24]([Cl:28])[CH:23]=3)[CH2:17]2)[CH3:15])=[CH:9][CH:8]=1)(OC)=[O:2].[NH3:30]>>[NH2:30][C:1]([CH2:5][O:6][C:7]1[CH:12]=[CH:11][C:10]([CH2:13][CH:14]([N:16]2[CH2:21][CH2:20][O:19][C:18]([OH:29])([C:22]3[CH:27]=[CH:26][CH:25]=[C:24]([Cl:28])[CH:23]=3)[CH2:17]2)[CH3:15])=[CH:9][CH:8]=1)=[O:2]. Yields the product NC(=O)COC1=CC=C(C=C1)CC(C)N1CC(OCC1)(C1=CC(=CC=C1)Cl)O (N-[2-(4-Aminocarbonylmethoxyphenyl)-1-methylethyl]-2-hydroxy-2-(3-chlorophenyl)morpholine).